From a dataset of the Open Reaction Database (ORD), a public repository of structured organic reaction records. describe an organic reaction: reactants, conditions, products, and yield The reactants are C(C1=CC=CC=C1)N1C[C@@H]2[C@@H](C1)[C@@H]([C@H](OC2)O[C@H](C)C2=CC(=CC(=C2)C(F)(F)F)C(F)(F)F)C2=C(C=C(C=C2)F)C ((3aS,6R,7R,7aR)-2-Benzyl-6-{(1R)-1-[3,5-bis(trifluoromethyl)phenyl]ethoxy}-7-(4-fluoro-2-methylphenyl)octahydropyrano[3,4-c]pyrrole), [H][H] (hydrogen). Reagents/catalysts: [OH-].[OH-].[Pd+2] (Pd(OH)2/C). The solvent is C(C)O (ethanol). The product is FC(C=1C=C(C=C(C1)C(F)(F)F)[C@@H](C)O[C@@H]1[C@H]([C@H]2[C@@H](CNC2)CO1)C1=C(C=C(C=C1)F)C)(F)F ((3aS,6R,7R,7aR)-6-{(1R)-1-[3,5-bis(Trifluoromethyl)phenyl]ethoxy}-7-(4-fluoro-2-methylphenyl)octahydropyrano[3,4-c]pyrrole). As a reaction SMILES: C([N:8]1[CH2:12][C@H:11]2[C@H:13]([C:34]3[CH:39]=[CH:38][C:37]([F:40])=[CH:36][C:35]=3[CH3:41])[C@@H:14]([O:17][C@@H:18]([C:20]3[CH:25]=[C:24]([C:26]([F:29])([F:28])[F:27])[CH:23]=[C:22]([C:30]([F:33])([F:32])[F:31])[CH:21]=3)[CH3:19])[O:15][CH2:16][C@@H:10]2[CH2:9]1)C1C=CC=CC=1.[H][H]>C(O)C.[OH-].[OH-].[Pd+2]>[F:33][C:30]([F:31])([F:32])[C:22]1[CH:21]=[C:20]([C@H:18]([O:17][C@H:14]2[O:15][CH2:16][C@@H:10]3[CH2:9][NH:8][CH2:12][C@H:11]3[C@@H:13]2[C:34]2[CH:39]=[CH:38][C:37]([F:40])=[CH:36][C:35]=2[CH3:41])[CH3:19])[CH:25]=[C:24]([C:26]([F:29])([F:27])[F:28])[CH:23]=1 |f:3.4.5|. Reported procedure: (3aS,6R,7R,7aR)-2-Benzyl-6-{(1R)-1-[3,5-bis(trifluoromethyl)phenyl]ethoxy}-7-(4-fluoro-2-methylphenyl)octahydropyrano[3,4-c]pyrrole (example 1: 2.51 g, 4.32 mmol) was combined 0.5 g 20% Pd(OH)2/C and suspended in 100 mL ethanol in a Parr apparatus. The reaction vessel was shaken vigorously under 45 psi hydrogen for 7 hr. The reaction mixture was filtered through a pad of celite and rinsed copiously with methanol. The volatiles were removed in vacuo and the crude residue was purified on silica ge... The product is CC1=C(C=CC=2N=CNC21)[N+](=O)[O-] (4-methyl-5-nitrobenzimidazole). Starting materials: NC1=C(C(=CC=C1N)[N+](=O)[O-])C (2,3-diamino-6-nitrotoluene), C(=O)O (formic acid), [OH-].[NH4+] (ammonium hydroxide). Procedure details: A mixture of 2,3-diamino-6-nitrotoluene (11.81 g), formic acid (88%, 390 mL) and 12N HCI (38 mL) is heated to reflux for 1 hour. The resulting mixture is cooled to room temperature and rotary evaporated. The residue is diluted with water (200 mL), then basified with ammonium hydroxide (28-30%). The suspension is extracted with ethyl acetate (3×200 mL). The combined extracts are dried over magnesium sulfate (MgSO4) and evaporated to afford 4-methyl-5-nitrobenzimidazole as an orange solid. Solvent: O (water). RXN SMILES: [NH2:1][C:2]1[C:7]([NH2:8])=[CH:6][CH:5]=[C:4]([N+:9]([O-:11])=[O:10])[C:3]=1[CH3:12].[CH:13](O)=O.[OH-].[NH4+]>O>[CH3:12][C:3]1[C:2]2[NH:1][CH:13]=[N:8][C:7]=2[CH:6]=[CH:5][C:4]=1[N+:9]([O-:11])=[O:10] |f:2.3|. Reactants: CC1(C(C1C(=O)OCC)CC(C)(C)O)C (ethyl 3,3-dimethyl-2-(2-hydroxy-2-methyl-propyl)-cyclopropane-1-carboxylate). The solvent is C(C)(=O)OCC (ethyl acetate). Run at time 30 minute. The product is CC1([C@H]([C@H]1CC(C)(C)O)C(=O)OCC)C (ethyl cis 2,2-dimethyl-3-(2-hydroxy-2-methyl-propyl)-cyclopropane-1-carboxylate). RXN SMILES: [CH3:1][C:2]1([CH3:15])[CH:4]([C:5]([O:7][CH2:8][CH3:9])=[O:6])[CH:3]1[CH2:10][C:11]([OH:14])([CH3:13])[CH3:12]>C(OCC)(=O)C>[CH3:1][C:2]1([CH3:15])[C@H:3]([CH2:10][C:11]([OH:14])([CH3:12])[CH3:13])[C@@H:4]1[C:5]([O:7][CH2:8][CH3:9])=[O:6]. Procedure: A mixture of a solution of the compound of Example 1 in ethyl acetate and 90 mg of 5% palladized carbon were placed in a hydrogenation apparatus and the mixture was stirred under a slight hydrogen pressure for 30 minutes. The mixture was filtered and the filtrate was evaporated to dryness. The residue was chromatographed over silica gel and was eluted with a 3-7 ether-hexane mixture to obtain 275 mg of ethyl cis 2,2-dimethyl-3-(2-hydroxy-2-methyl-propyl)-cyclopropane-1-carboxylate. Reactants: O=C(O)c1ccc(Br)c(F)c1, CNOC, ClCCl, Cl. The product is CON(C)C(=O)c1ccc(Br)c(F)c1. As a reaction SMILES: [Br:1][c:2]1[c:3]([F:11])[cH:4][c:5]([C:6](=[O:7])[OH:8])[cH:9][cH:10]1.[CH3:13][NH:14][O:15][CH3:16].[Cl:17][CH2:18][Cl:19].[ClH:12]>>[Br:1][c:2]1[c:3]([F:11])[cH:4][c:5]([C:6](=[O:7])[N:14]([CH3:13])[O:15][CH3:16])[cH:9][cH:10]1. Starting materials: CI (methyl iodide), O (water), C(C)C1=NC=CC=C1 (2-ethylpyridine), C(CCC)[Li] (n-butyllithium). The solvent is O1CCCC1 (tetrahydrofuran), O1CCCC1 (tetrahydrofuran). Conditions: temperature -20 celsius. Yields the product C(C)(C)C1=NC=CC=C1 (2-isopropylpyridine). Reaction SMILES: [CH2:1]([C:3]1[CH:8]=[CH:7][CH:6]=[CH:5][N:4]=1)[CH3:2].[CH2:9]([Li])CCC.CI.O>O1CCCC1>[CH:1]([C:3]1[CH:8]=[CH:7][CH:6]=[CH:5][N:4]=1)([CH3:9])[CH3:2]. Procedure details: A solution of 19.4 ml (0.17 mol) of 2-ethylpyridine in 100 ml of tetrahydrofuran was cooled to −20° C. and 125 ml of n-butyllithium (1.6M in hexane, 0.2 mol) were subsequently added while stirring. The mixture was allowed to come to room temperature, stirred for another one hour and subsequently cooled back down to −20° C. A solution of 18 ml (0.25 mol) of methyl iodide in 20 ml of tetrahydrofuran was then added at such a rate that the temperature remained at −20° C. The mixture was allowed to w...